Dataset: the Open Reaction Database (ORD), a public repository of structured organic reaction records. Task: describe an organic reaction: reactants, conditions, products, and yield Reactants: COC(C1=C(N=CC=C1)N(C)C(CC1=C(C=C(C=C1CC)C)CC)=O)=O (2-{[2-(2,6-diethyl-4-methyl-phenyl)-acetyl]-methyl-amino}-nicotinic acid methyl ester), CC(C)([O-])C.[K+] (potassium tert-butoxide), solid. Solvent: CN(C=O)C (N,N-dimethylformamide). Reaction conditions: time 18 hour. Product: C(C)C1=C(C(=CC(=C1)C)CC)C=1C(N(C2=NC=CC=C2C1O)C)=O (3-(2,6-diethyl-4-methyl-phenyl)-4-hydroxy-1-methyl-1H-[1,8]naphthyridin-2-one). Reaction SMILES: C[O:2][C:3](=O)[C:4]1[CH:9]=[CH:8][CH:7]=[N:6][C:5]=1[N:10]([C:12](=[O:25])[CH2:13][C:14]1[C:19]([CH2:20][CH3:21])=[CH:18][C:17]([CH3:22])=[CH:16][C:15]=1[CH2:23][CH3:24])[CH3:11].CC(C)([O-])C.[K+]>CN(C)C=O>[CH2:20]([C:19]1[CH:18]=[C:17]([CH3:22])[CH:16]=[C:15]([CH2:23][CH3:24])[C:14]=1[C:13]1[C:12](=[O:25])[N:10]([CH3:11])[C:5]2[C:4]([C:3]=1[OH:2])=[CH:9][CH:8]=[CH:7][N:6]=2)[CH3:21] |f:1.2|. Reported procedure: To a solution of 2-{[2-(2,6-diethyl-4-methyl-phenyl)-acetyl]-methyl-amino}-nicotinic acid methyl ester (300 mg) in N,N-dimethylformamide (5 ml) was added potassium tert-butoxide (250 mg). The reaction mixture was stirred at ambient temperature for 18 hours, and then at 50° C. for 2 hours. The reaction mixture was partitioned the reaction between water and dichloromethane. The phases were separated and the aqueous phase was extracted with further dichloromethane and ethyl acetate. The aqueous pha... Starting materials: O (water), C(C1=CC=CC=C1)N[C@@H](CO)C ((R)-2-(Benzylamino)propan-1-ol), ClCC(=O)Cl (Chloroacetic acid chloride), TEA. Run in ClCCl (dichloromethane). Reaction conditions: temperature -10 celsius, time 1.5 hour. Product: C(C1=CC=CC=C1)N(C(CCl)=O)[C@@H](CO)C ((R)-N-Benzyl-2-chloro-N-(1-hydroxypropan-2-yl)acetamide). Reaction SMILES: [CH2:1]([NH:8][C@H:9]([CH3:12])[CH2:10][OH:11])[C:2]1[CH:7]=[CH:6][CH:5]=[CH:4][CH:3]=1.[Cl:13][CH2:14][C:15](Cl)=[O:16].O>ClCCl>[CH2:1]([N:8]([C@H:9]([CH3:12])[CH2:10][OH:11])[C:15](=[O:16])[CH2:14][Cl:13])[C:2]1[CH:7]=[CH:6][CH:5]=[CH:4][CH:3]=1. Procedure details: (R)-2-(Benzylamino)propan-1-ol (16.58 g, 100 mmol) was dissolved in dichloromethane (125 mL) and TEA (18.1 mL, 130 mmol) before being cooled to −10° C. in a methanol/ice bath. Chloroacetic acid chloride (8.78 mL, 110 mmol) was added dropwise and the mixture was stirred for 1.5 h at −10° C. A small amount of water was then added to remove the amine. The reaction mixture was poured into a separatory funnel, washed 2×50 mL with dichloromethane, separated, organic layers dried over sodium sulfate, c... The reactants are CC(C)([O-])C.[K+] (Potassium t-butoxide), C1(=CC=CC=C1)O (phenol), NC1=NC(=C2NC=NC2=N1)Cl (2-amino-6-chloropurine). Solvent: CS(=O)C (DMSO). Reaction conditions: time 30 minute. The product is NC1=NC(=C2N=CNC2=N1)OC1=CC=CC=C1 (2-Amino-6-phenoxy-9H-purine). Yield: 21.6%. Reaction SMILES: CC(C)([O-])C.[K+].[C:7]1([OH:13])[CH:12]=[CH:11][CH:10]=[CH:9][CH:8]=1.[NH2:14][C:15]1[N:23]=[C:22]2[C:18]([NH:19][CH:20]=[N:21]2)=[C:17](Cl)[N:16]=1>CS(C)=O>[NH2:14][C:15]1[N:23]=[C:22]2[C:18]([N:19]=[CH:20][NH:21]2)=[C:17]([O:13][C:7]2[CH:12]=[CH:11][CH:10]=[CH:9][CH:8]=2)[N:16]=1 |f:0.1|. Procedure details: Potassium t-butoxide (J. T. Baker, 7.3 g, 64.8 mmol) was added to a solution of phenol (Mallinckrodt, 15.2 g, 162 mmol) in 50 mL anhydrous DMSO. After stirring for 30 minutes, 2-amino-6-chloropurine (Sigma, lot #69F4064. 5.5 g, 32.4 mmol) was added and the mixture stirred for 6 days at 100° C. The reaction was poured onto ice and extracted with EtOAc. The solvents were removed in vacuo and the resultant oil applied to a silica gel column. Elution with CHCl3 /MeOH (95:5, v/v) followed by combinat... The product is C#CCOc1ccc(CCNC(=O)C(=COC(F)F)c2ccc3c(c2)CCCC3)cc1OC. Reactants: CN(C)C=O, C#CCCl, COc1cc(CCNC(=O)C(=COC(F)F)c2ccc3c(c2)CCCC3)ccc1O, [H-], [Na+], O. Reaction SMILES: [CH3:35][N:36]([CH3:37])[CH:38]=[O:39].[Cl:31][CH2:32][C:33]#[CH:34].[F:1][CH:2]([O:3][CH:4]=[C:5]([C:6](=[O:7])[NH:8][CH2:9][CH2:10][c:11]1[cH:12][c:13]([O:18][CH3:19])[c:14]([OH:17])[cH:15][cH:16]1)[c:20]1[cH:21][c:22]2[c:27]([cH:28][cH:29]1)[CH2:26][CH2:25][CH2:24][CH2:23]2)[F:30].[H-:40].[Na+:41].[OH2:42]>>[F:1][CH:2]([O:3][CH:4]=[C:5]([C:6](=[O:7])[NH:8][CH2:9][CH2:10][c:11]1[cH:12][c:13]([O:18][CH3:19])[c:14]([O:17][CH2:34][C:33]#[CH:32])[cH:15][cH:16]1)[c:20]1[cH:21][c:22]2[c:27]([cH:28][cH:29]1)[CH2:26][CH2:25][CH2:24][CH2:23]2)[F:30].